Dataset: the Open Reaction Database (ORD), a public repository of structured organic reaction records. Task: describe an organic reaction: reactants, conditions, products, and yield Starting materials: COc1ccc(-c2cnc(Nc3cnc(C#N)cn3)cc2NC2CCN(C(=O)OC(C)(C)C)CC2)cc1, ClCCl, O=C(O)C(F)(F)F. The product is COc1ccc(-c2cnc(Nc3cnc(C#N)cn3)cc2NC2CCNCC2)cc1. Reaction SMILES: [C:8](#[N:9])[c:10]1[n:11][cH:12][c:13]([NH:16][c:17]2[n:18][cH:19][c:20](-[c:37]3[cH:38][cH:39][c:40]([O:43][CH3:44])[cH:41][cH:42]3)[c:21]([NH:23][CH:24]3[CH2:25][CH2:26][N:27]([C:30]([O:31][C:32]([CH3:33])([CH3:34])[CH3:35])=[O:36])[CH2:28][CH2:29]3)[cH:22]2)[n:14][cH:15]1.[Cl:45][CH2:46][Cl:47].[OH:1][C:2]([C:3]([F:4])([F:5])[F:6])=[O:7]>>[C:8](#[N:9])[c:10]1[n:11][cH:12][c:13]([NH:16][c:17]2[n:18][cH:19][c:20](-[c:37]3[cH:38][cH:39][c:40]([O:43][CH3:44])[cH:41][cH:42]3)[c:21]([NH:23][CH:24]3[CH2:25][CH2:26][NH:27][CH2:28][CH2:29]3)[cH:22]2)[n:14][cH:15]1. Reactants: C(C)(C)(C)OC(=O)N1[C@@H](CC(C1)=NOC)C(=O)O ((2S,4EZ)-1-(tert-butoxycarbonyl)-4-(methoxyimino)-2-pyrrolidinecarboxylic acid), C1(=CC=C(C=C1)C(=O)Cl)C1=CC=CC=C1 ([1,1′-biphenyl]-4-carbonyl chloride), NCC(COC1=CC=CC=C1)O ((2RS)-1-amino-3-phenoxy-2-propanol). The product is C1(=CC=C(C=C1)C(=O)N1C(CC(C1)=NOC)C(=O)NCC(COC1=CC=CC=C1)O)C1=CC=CC=C1 ([1,1′-biphenyl]-4-ylcarbonyl-N-[(2RS)-2-hydroxy-3-phenoxypropyl]-4-(methoxyimino)-2-pyrrolidinecarboxamide). As a reaction SMILES: C(O[C:6]([N:8]1[CH2:12][C:11](=[N:13][O:14][CH3:15])[CH2:10][C@H:9]1[C:16]([OH:18])=O)=[O:7])(C)(C)C.[C:19]1([C:28]2[CH:33]=[CH:32][CH:31]=[CH:30][CH:29]=2)[CH:24]=[CH:23][C:22](C(Cl)=O)=[CH:21][CH:20]=1.[NH2:34][CH2:35][CH:36]([OH:45])[CH2:37][O:38][C:39]1[CH:44]=[CH:43][CH:42]=[CH:41][CH:40]=1>>[C:28]1([C:19]2[CH:20]=[CH:21][CH:22]=[CH:23][CH:24]=2)[CH:29]=[CH:30][C:31]([C:6]([N:8]2[CH2:12][C:11](=[N:13][O:14][CH3:15])[CH2:10][CH:9]2[C:16]([NH:34][CH2:35][CH:36]([OH:45])[CH2:37][O:38][C:39]2[CH:44]=[CH:43][CH:42]=[CH:41][CH:40]=2)=[O:18])=[O:7])=[CH:32][CH:33]=1. Procedure: Following the general method as outlined in Example 22, staring from (2S,4EZ)-1-(tert-butoxycarbonyl)-4-(methoxyimino)-2-pyrrolidinecarboxylic acid, [1,1′-biphenyl]-4-carbonyl chloride, and (2RS)-1-amino-3-phenoxy-2-propanol, the title compound was obtained in 68% purity by HPLC. MS(ESI+): m/z=488. The reactants are C(C)(C)(C)OC(=O)NCC12OCCC2CN(C1)C1=C(C=C2C(C(=CN(C2=C1)C1CC1)C(=O)O)=O)F (7-(1-tertbutoxycarbonylaminomethyl-2-oxa-7-aza-bicyclo[3.3.0]oct-7-yl)-1-cyclopropyl-6-fluoro-1,4-dihydro-4-oxo-3-quinolinecarboxylic acid), Cl (hydrochloric acid). Product: Cl.NCC12OCCC2CN(C1)C1=C(C=C2C(C(=CN(C2=C1)C1CC1)C(=O)O)=O)F (7-(1-aminomethyl-2-oxa-7-aza-bicyclo[3.3.0]-oct-7-yl)-1-cyclopropyl-6-fluoro-1,4 -dihydro-4 -oxo-3-quinolinecarboxylic acid hydrochloride). RXN SMILES: C(OC([NH:8][CH2:9][C:10]12[CH2:17][N:16]([C:18]3[CH:27]=[C:26]4[C:21]([C:22](=[O:34])[C:23]([C:31]([OH:33])=[O:32])=[CH:24][N:25]4[CH:28]4[CH2:30][CH2:29]4)=[CH:20][C:19]=3[F:35])[CH2:15][CH:14]1[CH2:13][CH2:12][O:11]2)=O)(C)(C)C.[ClH:36]>>[ClH:36].[NH2:8][CH2:9][C:10]12[CH2:17][N:16]([C:18]3[CH:27]=[C:26]4[C:21]([C:22](=[O:34])[C:23]([C:31]([OH:33])=[O:32])=[CH:24][N:25]4[CH:28]4[CH2:29][CH2:30]4)=[CH:20][C:19]=3[F:35])[CH2:15][CH:14]1[CH2:13][CH2:12][O:11]2 |f:2.3|. Reported procedure: In an analogous manner to Example 1B, the product from step A is reacted with half-concentrated hydrochloric acid to give 7-(1-aminomethyl-2-oxa-7-aza-bicyclo[3.3.0]-oct-7-yl)-1-cyclopropyl-6-fluoro-1,4 -dihydro-4 -oxo-3-quinolinecarboxylic acid hydrochloride with a melting point of 223°-226° C. (with decomposition). Reactants: ClC=1C=CC(=C(C1)C=1C=CC2=C(C(=NO2)N(C(=O)OC(C)(C)C)C(=O)OC(C)(C)C)C1)OC1=C(C=C(C(=C1)F)S(N(C1=NC=NS1)CC1=C(C=C(C=C1)OC)OC)(=O)=O)F (di-tert-butyl [5-(5-chloro-2-{4-[(2,4-dimethoxybenzyl)(1,2,4-thiadiazol-5-yl)sulfamoyl]-2,5-difluorophenoxy}phenyl)-1,2-benzoxazol-3-yl]imidodicarbonate), FC(C(=O)O)(F)F (trifluoroacetic acid). The solvent is ClCCl (dichloromethane). Reaction conditions: time 4 hour. Yields the product NC1=NOC2=C1C=C(C=C2)C2=C(OC1=CC(=C(C=C1F)S(=O)(=O)NC1=NC=NS1)F)C=CC(=C2)Cl (4-(2-(3-aminobenzo[d]isoxazol-5-yl)-4-chlorophenoxy)-2,5-difluoro-N-(1,2,4-thiadiazol-5-yl)benzenesulfonamide). Isolated yield 63.0%. Reaction SMILES: [Cl:1][C:2]1[CH:3]=[CH:4][C:5]([O:32][C:33]2[CH:38]=[C:37]([F:39])[C:36]([S:40](=[O:59])(=[O:58])[N:41](CC3C=CC(OC)=CC=3OC)[C:42]3[S:46][N:45]=[CH:44][N:43]=3)=[CH:35][C:34]=2[F:60])=[C:6]([C:8]2[CH:9]=[CH:10][C:11]3[O:15][N:14]=[C:13]([N:16](C(OC(C)(C)C)=O)C(OC(C)(C)C)=O)[C:12]=3[CH:31]=2)[CH:7]=1.FC(F)(F)C(O)=O>ClCCl>[NH2:16][C:13]1[C:12]2[CH:31]=[C:8]([C:6]3[CH:7]=[C:2]([Cl:1])[CH:3]=[CH:4][C:5]=3[O:32][C:33]3[C:34]([F:60])=[CH:35][C:36]([S:40]([NH:41][C:42]4[S:46][N:45]=[CH:44][N:43]=4)(=[O:58])=[O:59])=[C:37]([F:39])[CH:38]=3)[CH:9]=[CH:10][C:11]=2[O:15][N:14]=1. Reported procedure: To a solution of di-tert-butyl [5-(5-chloro-2-{4-[(2,4-dimethoxybenzyl)(1,2,4-thiadiazol-5-yl)sulfamoyl]-2,5-difluorophenoxy}phenyl)-1,2-benzoxazol-3-yl]imidodicarbonate (1.70 g, 1.92 mmol) in dichloromethane (25 mL) was added trifluoroacetic acid (10 mL). The reaction mixture was stirred at ambient temperature for 4 h and concentrated in vacuo. The residue was taken up in methanol (15 mL) and filtered. The filtrate was concentrated in vacuo and triturated with dichloromethane/diethyl ether (2:1... The reactants are BrCCC1=CC=CC=C1 (β-Bromoethylbenzene), N1C=NC=C1 (imidazole). Yields the product C(CC1=CC=CC=C1)N1C=NC=C1 (N-phenethylimidazole). The yield is 59.1%. RXN SMILES: Br[CH2:2][CH2:3][C:4]1[CH:9]=[CH:8][CH:7]=[CH:6][CH:5]=1.[NH:10]1[CH:14]=[CH:13][N:12]=[CH:11]1>>[CH2:2]([N:10]1[CH:14]=[CH:13][N:12]=[CH:11]1)[CH2:3][C:4]1[CH:9]=[CH:8][CH:7]=[CH:6][CH:5]=1. Procedure details: β-Bromoethylbenzene (10 g) and 10.6 g of imidazole were reacted at 200° C. for 5 hours, and the reaction mixture was extracted with 200 ml of chloroform. After being washed with a 10% sodium hydrogen carbonate aqueous solution and then with water, the resultant chloroform layer was separated and dried over salt cake. The solvent was then distilled off under reduced pressure and the residue was purified by distillation under reduced pressure to give 5.50 g (yield 45%) of N-phenethylimidazole as a...